This data is from the Open Reaction Database (ORD), a public repository of structured organic reaction records. The task is: describe an organic reaction: reactants, conditions, products, and yield Starting materials: FCCBr, Oc1ccccc1Br, O=C([O-])[O-], CN(C)C=O, [GeH4], [K+], [K+]. Product: FCCOc1ccccc1Br. RXN SMILES: [Br:15][CH2:16][CH2:17][F:18].[Br:1][c:2]1[c:3]([OH:8])[cH:4][cH:5][cH:6][cH:7]1.[C:9](=[O:10])([O-:11])[O-:12].[CH3:20][N:21]([CH3:22])[CH:23]=[O:24].[GeH4:19].[K+:13].[K+:14]>>[Br:1][c:2]1[c:3]([O:8][CH2:16][CH2:17][F:18])[cH:4][cH:5][cH:6][cH:7]1. The reactants are O1C2=C(OCC1)C=C(C=C2)C(C(=O)O)OC (2-(2,3-dihydrobenzo[b][1,4]dioxin-6-yl)-2-methoxyacetic acid), S(O)(O)(=O)=O (sulfuric acid), C(=O)(O)[O-].[Na+] (NaHCO3). The solvent is CO (MeOH). Run at temperature 90 celsius, time 3 hour. The product is O1C2=C(OCC1)C=C(C=C2)C(C(=O)OC)OC (Methyl 2-(2,3-dihydrobenzo[b][1,4]dioxin-6-yl)-2-methoxyacetate). As a reaction SMILES: [O:1]1[CH2:6][CH2:5][O:4][C:3]2[CH:7]=[C:8]([CH:11]([O:15][CH3:16])[C:12]([OH:14])=[O:13])[CH:9]=[CH:10][C:2]1=2.S(=O)(=O)(O)O.[C:22]([O-])(O)=O.[Na+]>CO>[O:1]1[CH2:6][CH2:5][O:4][C:3]2[CH:7]=[C:8]([CH:11]([O:15][CH3:16])[C:12]([O:14][CH3:22])=[O:13])[CH:9]=[CH:10][C:2]1=2 |f:2.3|. Procedure: To a stirred solution of 2-(2,3-dihydrobenzo[b][1,4]dioxin-6-yl)-2-methoxyacetic acid (18.3 mmol) in dry MeOH was added sulfuric acid (2.5 mL) dropwise and heated at 90° C. Stirring was then continued for 3 hours. The reaction mixture was then cooled and poured into saturated aqueous NaHCO3 and extracted with EtOAc. The combined organic fractions were dried over Na2SO4, filtered, and concentrated under reduced pressure to yield an oil (3.7 g) that was not further purified.